Dataset: the Open Reaction Database (ORD), a public repository of structured organic reaction records. Task: describe an organic reaction: reactants, conditions, products, and yield Starting materials: O=C1CCC(=O)N1Br, CCOC(=O)c1cc2ccccc2[nH]1, C1CCOC1, O. Product: CCOC(=O)c1[nH]c2ccccc2c1Br. As a reaction SMILES: [Br:15][N:16]1[C:17](=[O:18])[CH2:19][CH2:20][C:21]1=[O:22].[CH2:1]([CH3:2])[O:3][C:4](=[O:5])[c:6]1[nH:7][c:8]2[cH:9][cH:10][cH:11][cH:12][c:13]2[cH:14]1.[CH2:24]1[O:25][CH2:26][CH2:27][CH2:28]1.[OH2:23]>>[CH2:1]([CH3:2])[O:3][C:4](=[O:5])[c:6]1[nH:7][c:8]2[cH:9][cH:10][cH:11][cH:12][c:13]2[c:14]1[Br:15].